From a dataset of the Open Reaction Database (ORD), a public repository of structured organic reaction records. describe an organic reaction: reactants, conditions, products, and yield Reactants: CN(C)C=O, CCc1ccccc1N=C=S, Nc1ccc(Cl)cc1. Yields the product CCc1ccccc1NC(=S)Nc1ccc(Cl)cc1. RXN SMILES: [CH3:20][N:21]([CH3:22])[CH:23]=[O:24].[CH3:9][CH2:10][c:11]1[c:12]([N:17]=[C:18]=[S:19])[cH:13][cH:14][cH:15][cH:16]1.[NH2:1][c:2]1[cH:3][cH:4][c:5]([Cl:6])[cH:7][cH:8]1>>[NH:1]([c:2]1[cH:3][cH:4][c:5]([Cl:6])[cH:7][cH:8]1)[C:18]([NH:17][c:12]1[c:11]([CH2:10][CH3:9])[cH:16][cH:15][cH:14][cH:13]1)=[S:19]. Yield: 96.0%. RXN SMILES: C1(P(C2C=CC=CC=2)C2C=CC=CC=2)C=CC=CC=1.[CH:20]1([OH:26])[CH2:25][CH2:24][CH2:23][CH2:22][CH2:21]1.O[C:28]1[CH:29]=[CH:30][C:31]2[CH2:37][CH2:36][CH2:35][C:34]([C:38]([O:40][CH3:41])=[O:39])=[CH:33][C:32]=2[CH:42]=1.N(C(OC(C)C)=O)=NC(OC(C)C)=O>C1COCC1>[CH:20]1([O:26][C:28]2[CH:29]=[CH:30][C:31]3[CH2:37][CH2:36][CH2:35][C:34]([C:38]([O:40][CH3:41])=[O:39])=[CH:33][C:32]=3[CH:42]=2)[CH2:25][CH2:24][CH2:23][CH2:22][CH2:21]1. The solvent is C1CCOC1 (THF), C1CCOC1 (THF). Yields the product C1(CCCCC1)OC=1C=CC2=C(C=C(CCC2)C(=O)OC)C1 (methyl 2-cyclohexyloxy-6,7-dihydro-5H-benzocycloheptene-8-carboxylate). Reaction conditions: time 3 day. Reactants: N(=NC(=O)OC(C)C)C(=O)OC(C)C (diisopropyl azodicarboxylate), C1(=CC=CC=C1)P(C1=CC=CC=C1)C1=CC=CC=C1 (triphenylphosphine), C1(CCCCC1)O (cyclohexanol), OC=1C=CC2=C(C=C(CCC2)C(=O)OC)C1 (methyl 2-hydroxy-6,7-dihydro-5H-benzocycloheptene-8-carboxylate). Procedure: To triphenylphosphine (1.18 g, 4.50 mmol), cyclohexanol (0.468 ml, 4.50 mmol) and methyl 2-hydroxy-6,7-dihydro-5H-benzocycloheptene-8-carboxylate (327 mg, 1.50 mmol) dissolved in THF (6 ml) was added at 0° C. a solution of diisopropyl azodicarboxylate (0.886 ml, 4.50 mmol) in THF (4 ml), and the resulting mixture was stirred at room temperature for 3 days. The reaction mixture was concentrated under reduced pressure and the residue was subjected to column chromatography (silica gel: 45 g, ethyl ... The reactants are Cl (hydrochloric acid), [OH-].[K+] (potassium hydroxide), C(C)O (ethanol), Cl.NC1(CC1)C=1C(=CC2=C3N([C@H](COC31)C)C=C(C2=O)C(=O)O)F ((S)-10-(1-aminocyclopropyl)-9-fluoro-3-methyl-7-oxo-2,3-dihydro-7H-pyrido[1,2,3-de][1,4]benzoxazine-6-carboxylic acid hydrochloride). Run in O (water). Reaction conditions: temperature 20 celsius, time 30 minute. The product is NC1(CC1)C=1C(=CC2=C3N([C@H](COC31)C)C=C(C2=O)C(=O)O)F ((S)-10-(1-aminocyclopropyl)-9-fluoro-3-methyl-7-oxo2,3-dihydro-7H-pyrido[1,2,3-de][1,4]benzoxazine-6-carboxylic acid). Yield: 87.0%. RXN SMILES: Cl.[NH2:2][C:3]1([C:6]2[C:7]([F:24])=[CH:8][C:9]3[C:19](=[O:20])[C:18]([C:21]([OH:23])=[O:22])=[CH:17][N:11]4[C@@H:12]([CH3:16])[CH2:13][O:14][C:15]=2[C:10]=34)[CH2:5][CH2:4]1.[OH-].[K+].C(O)C.Cl>O>[NH2:2][C:3]1([C:6]2[C:7]([F:24])=[CH:8][C:9]3[C:19](=[O:20])[C:18]([C:21]([OH:23])=[O:22])=[CH:17][N:11]4[C@@H:12]([CH3:16])[CH2:13][O:14][C:15]=2[C:10]=34)[CH2:5][CH2:4]1 |f:0.1,2.3|. Reported procedure: In 8.57 ml of water was dissolved 730 mg of (S)-10-(1-aminocyclopropyl)-9-fluoro-3-methyl-7-oxo-2,3-dihydro-7H-pyrido[1,2,3-de][1,4]benzoxazine-6-carboxylic acid hydrochloride, and to the resulting solution were added 242 mg of potassium hydroxide and 5.84 ml of ethanol in this order. Subsequently, 0.19 ml of conc. hydrochloric acid was dropped thereinto at 60° C. in 30 minutes, and thereafter, the resulting mixture was cooled to 20° C. in 2 hours. The mixture was stirred at 20° C. for a further... Reactants: C(C)(C)(C)OC(=O)CN1C(CCC=2C(=CC=C(C12)OC)C=O)=O (1-tert-butoxycarbonylmethyl-8-methoxy-2-oxo-1,2,3,4-tetrahydroquinolin-5-carboxaldehyde), S1C(NC(C1)=O)=O (2,4-thiazolidinedione), N1CC=CC=C1 (dihydropyridine). The reagents and catalysts are C(C)(=O)O (acetic acid), N1CCCCC1 (piperidine). The solvent is C1(=CC=CC=C1)C (toluene), C1(=CC=CC=C1)C (toluene). Product: C(=O)(O)CN1C(CCC2=C(C=CC(=C12)OC)CC1C(NC(S1)=O)=O)=O (5-(1-carboxymethyl-8-methoxy-2-oxo-1,2,3,4-tetrahydroquinolin-5-ylmethyl)thiazolidine-2,4-dione). The yield is 44.9%. As a reaction SMILES: C([O:5][C:6]([CH2:8][N:9]1[C:18]2[C:17]([O:19][CH3:20])=[CH:16][CH:15]=[C:14]([CH:21]=O)[C:13]=2[CH2:12][CH2:11][C:10]1=[O:23])=[O:7])(C)(C)C.[S:24]1[CH2:28][C:27](=[O:29])[NH:26][C:25]1=[O:30].N1C=CC=CC1>C1(C)C=CC=CC=1.C(O)(=O)C.N1CCCCC1>[C:6]([CH2:8][N:9]1[C:18]2[C:13](=[C:14]([CH2:21][CH:28]3[S:24][C:25](=[O:30])[NH:26][C:27]3=[O:29])[CH:15]=[CH:16][C:17]=2[O:19][CH3:20])[CH2:12][CH2:11][C:10]1=[O:23])([OH:5])=[O:7]. Procedure details: 4.16 g of 1-tert-butoxycarbonylmethyl-8-methoxy-2-oxo-1,2,3,4-tetrahydroquinolin-5-carboxaldehyde and 1.66 g of 2,4-thiazolidinedione (1.00 eq.) were suspended in 40 ml of toluene, and two drops of acetic acid and two drops of piperidine were added, followed by heating and refluxing for 13 hours using a Dean Stark trap. After cooling, crystals were separated by filtration and washed with toluene. The crystals obtained were suspended in 3.15 g of silica gel, 2.09 g of dihydropyridine, and 60 ml o... The reactants are C1(=CC=CC=C1)[SiH3] (phenylsilane), COC(=O)C=1SC(=CC1N)C#CC(C)(C)C (3-amino-5-(3,3-dimethyl-but-1-ynyl)-thiophene-2-carboxylic acid methyl ester), N1(N=NC=C1)C1CCC(CC1)=O (4-[1,2,3]triazol-1-yl-cyclohexanone), C(CCC)[Sn](CCCC)(Cl)Cl (dibutyltin dichloride). The solvent is C1CCOC1 (THF). Reaction conditions: time 8 hour. Product: COC(=O)C=1SC(=CC1NC1CCC(CC1)N1N=NC=C1)C#CC(C)(C)C (5-(3,3-dimethyl-but-1-ynyl)-3-(4-[1,2,3]triazol-1-yl-cyclohexylamino)-thiophene-2-carboxylic acid methyl ester). Reaction SMILES: [CH3:1][O:2][C:3]([C:5]1[S:6][C:7]([C:11]#[C:12][C:13]([CH3:16])([CH3:15])[CH3:14])=[CH:8][C:9]=1[NH2:10])=[O:4].[N:17]1([CH:22]2[CH2:27][CH2:26][C:25](=O)[CH2:24][CH2:23]2)[CH:21]=[CH:20][N:19]=[N:18]1.C([Sn](Cl)(Cl)CCCC)CCC.C1([SiH3])C=CC=CC=1>C1COCC1>[CH3:1][O:2][C:3]([C:5]1[S:6][C:7]([C:11]#[C:12][C:13]([CH3:16])([CH3:15])[CH3:14])=[CH:8][C:9]=1[NH:10][CH:25]1[CH2:24][CH2:23][CH:22]([N:17]2[CH:21]=[CH:20][N:19]=[N:18]2)[CH2:27][CH2:26]1)=[O:4]. Reported procedure: To a solution of 3-amino-5-(3,3-dimethyl-but-1-ynyl)-thiophene-2-carboxylic acid methyl ester (example 9) (0.387 g, 1.6 mmol) and 4-[1,2,3]triazol-1-yl-cyclohexanone (0.27 g, 1.6 mmol) in dry THF is added dibutyltin dichloride (0.024 g, 0.080 mmol) followed by phenylsilane (0.276 ml, 2.2 mmol). The mixture is stirred overnight at room temperature. Solvent is evaporated under reduced pressure, and the residue is diluted with ethyl acetate. The organic layer is washed with water and brine, dried w... Starting materials: C1(CC1)COC1=C(C=CC(=N1)C(=O)O)C (6-cyclopropylmethoxy-5-methyl-pyridine-2-carboxylic acid), CC(C[C@H](N)C=1SC=CN1)C ((S)-α-(2-methylpropyl)-2-thiazolemethanamine). Product: CC(C[C@@H](C=1SC=CN1)NC(=O)C1=NC(=C(C=C1)C)OCC1CC1)C (6-Cyclopropylmethoxy-5-methyl-pyridine-2-carboxylic acid ((S)-3-methyl-1-thiazol-2-yl-butyl)-amide). Reaction SMILES: [CH:1]1([CH2:4][O:5][C:6]2[N:11]=[C:10]([C:12]([OH:14])=O)[CH:9]=[CH:8][C:7]=2[CH3:15])[CH2:3][CH2:2]1.[CH3:16][CH:17]([CH3:26])[CH2:18][C@@H:19]([C:21]1[S:22][CH:23]=[CH:24][N:25]=1)[NH2:20]>>[CH3:16][CH:17]([CH3:26])[CH2:18][C@H:19]([NH:20][C:12]([C:10]1[CH:9]=[CH:8][C:7]([CH3:15])=[C:6]([O:5][CH2:4][CH:1]2[CH2:2][CH2:3]2)[N:11]=1)=[O:14])[C:21]1[S:22][CH:23]=[CH:24][N:25]=1. Procedure details: The title compound was synthesized in analogy to Example 1, using 6-cyclopropylmethoxy-5-methyl-pyridine-2-carboxylic acid (Example 36 d) and (S)-α-(2-methylpropyl)-2-thiazolemethanamine (Example 56 d) as starting materials, MS (EI): m/e=360.2 [M+H]+. Reactants: O=C([O-])[O-], CN(C)C=O, [Cl-], CC#CCOc1cc(Cl)ncn1, Oc1cccc(F)c1F, [K+], [K+], [NH4+]. The product is CC#CCOc1cc(Oc2cccc(F)c2F)ncn1. As a reaction SMILES: [C:13](=[O:14])([O-:15])[O-:16].[CH3:30][N:31]([CH3:32])[CH:33]=[O:34].[Cl-:28].[Cl:1][c:2]1[n:3][cH:4][n:5][c:6]([O:8][CH2:9][C:10]#[C:11][CH3:12])[cH:7]1.[F:19][c:20]1[c:21]([OH:27])[cH:22][cH:23][cH:24][c:25]1[F:26].[K+:17].[K+:18].[NH4+:29]>>[c:2]1([O:27][c:21]2[c:20]([F:19])[c:25]([F:26])[cH:24][cH:23][cH:22]2)[n:3][cH:4][n:5][c:6]([O:8][CH2:9][C:10]#[C:11][CH3:12])[cH:7]1. The reactants are [N+](=O)([O-])C1=CC=C(COC(=O)NCC=2C=C(C=O)C=CC2)C=C1 (3-(p-nitrobenzyloxycarbonyl)aminomethylbenzaldehyde), CC(=O)C.OS(=O)(=O)O.O=[Cr](=O)=O (Jones' reagent), CO (methanol). Solvent: C(C)(=O)OCC (ethyl acetate), CC(=O)C (acetone). Reaction conditions: time 2 hour. Yields the product [N+](=O)([O-])C1=CC=C(COC(=O)NCC=2C=C(C(=O)O)C=CC2)C=C1 (3-(p-nitrobenzyloxycarbonyl)aminomethylbenzoic acid). Reaction SMILES: [N+:1]([C:4]1[CH:23]=[CH:22][C:7]([CH2:8][O:9][C:10]([NH:12][CH2:13][C:14]2[CH:15]=[C:16]([CH:19]=[CH:20][CH:21]=2)[CH:17]=[O:18])=[O:11])=[CH:6][CH:5]=1)([O-:3])=[O:2].CC(C)=[O:26].OS(O)(=O)=O.O=[Cr](=O)=O.CO>CC(C)=O.C(OCC)(=O)C>[N+:1]([C:4]1[CH:23]=[CH:22][C:7]([CH2:8][O:9][C:10]([NH:12][CH2:13][C:14]2[CH:15]=[C:16]([CH:19]=[CH:20][CH:21]=2)[C:17]([OH:26])=[O:18])=[O:11])=[CH:6][CH:5]=1)([O-:3])=[O:2] |f:1.2.3|. Reported procedure: To 3-(p-nitrobenzyloxycarbonyl)aminomethylbenzaldehyde (1.5 g) in acetone (30 ml) was added Jones' reagent with ice-cooling, and the mixture was stirred for 2 hours. After addition of methanol (1.5 ml), the mixture was diluted with ethyl acetate, washed with water, dried over anhydrous sodium sulfate and evaporated to give 3-(p-nitrobenzyloxycarbonyl)aminomethylbenzoic acid The reactants are O=C(O)c1ccc(C2CC2)c(OCC(F)(F)F)n1, CC(C)CC(N)CO. Product: CC(C)CC(CO)NC(=O)c1ccc(C2CC2)c(OCC(F)(F)F)n1. RXN SMILES: [CH:1]1([c:4]2[cH:5][cH:6][c:7]([C:16](=[O:17])[OH:18])[n:8][c:9]2[O:10][CH2:11][C:12]([F:13])([F:14])[F:15])[CH2:2][CH2:3]1.[NH2:19][CH:20]([CH2:21][CH:22]([CH3:23])[CH3:24])[CH2:25][OH:26]>>[CH:1]1([c:4]2[cH:5][cH:6][c:7]([C:16](=[O:18])[NH:19][CH:20]([CH2:21][CH:22]([CH3:23])[CH3:24])[CH2:25][OH:26])[n:8][c:9]2[O:10][CH2:11][C:12]([F:13])([F:14])[F:15])[CH2:2][CH2:3]1. Reactants: BrC1=CC=C(C=N1)CN1C(OCCC1)=O (3-((6-bromopyridin-3-yl)methyl)-1,3-oxazinan-2-one), ClC1=C2C(=NC=C1)C=C(S2)[Sn](CCCC)(CCCC)CCCC (7-chloro-2-(tributylstannyl)thieno[3,2-b]pyridine). Reagents/catalysts: C=1C=CC(=CC1)[P](C=2C=CC=CC2)(C=3C=CC=CC3)[Pd]([P](C=4C=CC=CC4)(C=5C=CC=CC5)C=6C=CC=CC6)([P](C=7C=CC=CC7)(C=8C=CC=CC8)C=9C=CC=CC9)[P](C=1C=CC=CC1)(C=1C=CC=CC1)C=1C=CC=CC1 (Pd(PPh3)4). The solvent is C1(=CC=CC=C1)C (toluene). Yields the product ClC1=C2C(=NC=C1)C=C(S2)C2=CC=C(C=N2)CN2C(OCCC2)=O (3-((6-(7-chlorothieno[3,2-b]pyridin-2-yl)pyridin-3-yl)methyl)-1,3-oxazinan-2-one). Isolated yield 73.3%. RXN SMILES: Br[C:2]1[N:7]=[CH:6][C:5]([CH2:8][N:9]2[CH2:14][CH2:13][CH2:12][O:11][C:10]2=[O:15])=[CH:4][CH:3]=1.[Cl:16][C:17]1[CH:22]=[CH:21][N:20]=[C:19]2[CH:23]=[C:24]([Sn](CCCC)(CCCC)CCCC)[S:25][C:18]=12>C1(C)C=CC=CC=1.C1C=CC([P]([Pd]([P](C2C=CC=CC=2)(C2C=CC=CC=2)C2C=CC=CC=2)([P](C2C=CC=CC=2)(C2C=CC=CC=2)C2C=CC=CC=2)[P](C2C=CC=CC=2)(C2C=CC=CC=2)C2C=CC=CC=2)(C2C=CC=CC=2)C2C=CC=CC=2)=CC=1>[Cl:16][C:17]1[CH:22]=[CH:21][N:20]=[C:19]2[CH:23]=[C:24]([C:2]3[N:7]=[CH:6][C:5]([CH2:8][N:9]4[CH2:14][CH2:13][CH2:12][O:11][C:10]4=[O:15])=[CH:4][CH:3]=3)[S:25][C:18]=12 |^1:49,51,70,89|. Procedure: To a solution of 197 (373 mg, 1.376 mmol) in toluene (10 mL) was added the 7-chloro-2-(tributylstannyl)thieno[3,2-b]pyridine 198 (631 mg, 1.376 mmol) and Pd(PPh3)4 (159 mg, 0.138 mmol). The reaction mixture was heated to reflux for 24 hours. The reaction mixture was then cooled to RT and concentrated. The residue was triturated with Et2O to afford the title compound 199 (363 mg, 73% yield) as beige solid. MS: 360 (MH+).